This data is from the Open Reaction Database (ORD), a public repository of structured organic reaction records. The task is: describe an organic reaction: reactants, conditions, products, and yield Reactants: O (water), C([O-])([O-])=O.[K+].[K+] (potassium carbonate), COC(CBr)=O (methylbromoacetate), Cl.Cl.N1CCC(CC1)NC=1SC=C(N1)C1=CC=C(C#N)C=C1 (4-{2-[(piperid-4-yl) amino]-1,3-thiazol-4-yl}benzonitrile dihydrochloride). Solvent: CN(C=O)C (N,N-dimethylformamide). Reaction conditions: temperature 50 celsius. Product: C(#N)C1=CC=C(C=C1)C=1N=C(SC1)NC1CCN(CC1)CC(=O)OC (Methyl {4-[4-(4-cyanophenyl)-1,3-thiazol-2-yl-amino]piperid-1-yl}acetate). Isolated yield 86.0%. As a reaction SMILES: C(=O)([O-])[O-].[K+].[K+].[CH3:7][O:8][C:9](=[O:12])[CH2:10]Br.Cl.Cl.[NH:15]1[CH2:20][CH2:19][CH:18]([NH:21][C:22]2[S:23][CH:24]=[C:25]([C:27]3[CH:34]=[CH:33][C:30]([C:31]#[N:32])=[CH:29][CH:28]=3)[N:26]=2)[CH2:17][CH2:16]1.O>CN(C)C=O>[C:31]([C:30]1[CH:33]=[CH:34][C:27]([C:25]2[N:26]=[C:22]([NH:21][CH:18]3[CH2:19][CH2:20][N:15]([CH2:10][C:9]([O:8][CH3:7])=[O:12])[CH2:16][CH2:17]3)[S:23][CH:24]=2)=[CH:28][CH:29]=1)#[N:32] |f:0.1.2,4.5.6|. Procedure: 17.75 g of potassium carbonate and 4.3 ml of methylbromoacetate are added to 14.8 g of 4-{2-[(piperid-4-yl) amino]-1,3-thiazol-4-yl}benzonitrile dihydrochloride in 150 ml of N,N-dimethylformamide and the reaction mixture is heated at 50° C. for 2 hours. It is poured over water, extracted with ethyl acetate and the organic phase is washed with water, and then dried over sodium sulphate and concentrated under vacuum. The residue crystallizes from isopropyl ether to give beige crystals which melt a... The reactants are ClC=1C(NN=CC1N[C@H]1[C@@H]([C@@H]2C([C@H](C1)C2)(C)C)C)=O (4-Chloro-5-{[(1R,2R,3R,5S)-2,6,6-trimethylbicyclo[3.1.1]hept-3-yl]amino}pyridazin-3(2H)-one), CC1=CC=C(C=C1)S(=O)(=O)OC[C@H]1OC1 ((2S)-oxiran-2-ylmethyl 4-methylbenzenesulfonate), C([O-])([O-])=O.[K+].[K+] (potassium carbonate), O (water). Solvent: CN(C=O)C (N,N-dimethylformamide). Conditions: temperature 80 celsius, time 3 hour. The product is ClC=1C(N(N=CC1N[C@H]1[C@@H]([C@@H]2C([C@H](C1)C2)(C)C)C)C[C@H]2OC2)=O (4-Chloro-2-[(2R)-oxiran-2-ylmethyl]-5-{[(1R,2R,3R,5S)-2,6,6-trimethylbicyclo[3.1.1]hept-3-yl]amino}pyridazin-3(2H)-one). RXN SMILES: [Cl:1][C:2]1[C:3](=[O:19])[NH:4][N:5]=[CH:6][C:7]=1[NH:8][C@@H:9]1[CH2:14][C@@H:13]2[CH2:15][C@@H:11]([C:12]2([CH3:17])[CH3:16])[C@H:10]1[CH3:18].CC1C=CC(S(O[CH2:31][C@@H:32]2[CH2:34][O:33]2)(=O)=O)=CC=1.C(=O)([O-])[O-].[K+].[K+].O>CN(C)C=O>[Cl:1][C:2]1[C:3](=[O:19])[N:4]([CH2:31][C@@H:32]2[CH2:34][O:33]2)[N:5]=[CH:6][C:7]=1[NH:8][C@@H:9]1[CH2:14][C@@H:13]2[CH2:15][C@@H:11]([C:12]2([CH3:16])[CH3:17])[C@H:10]1[CH3:18] |f:2.3.4|. Reported procedure: 4-Chloro-5-{[(1R,2R,3R,5S)-2,6,6-trimethylbicyclo[3.1.1]hept-3-yl]amino}pyridazin-3(2H)-one (120 mg, 0.425 mmol) in N,N-dimethylformamide (2 mL) was mixed with (2S)-oxiran-2-ylmethyl 4-methylbenzenesulfonate (117 mg, 0.513 mmol) and potassium carbonate (71 mg, 0.0514 mmol) at room temperature and stirred at 80° C. for 3 hours. After cooling, the reaction solution was mixed with water and extracted with ethyl acetate, and the extract was evaporated under reduced pressure. The resulting crude prod... Product: NC1CCOc2cc(C(F)(F)F)ccc21. Starting materials: CON=C1CCOc2cc(C(C)(C)C)ccc21, CON=C1CCOc2cc(C(F)(F)F)ccc21. RXN SMILES: [CH3:18][O:19][N:20]=[C:21]1[c:22]2[c:23]([cH:24][c:25]([C:26]([CH3:27])([CH3:28])[CH3:29])[cH:30][cH:31]2)[O:32][CH2:33][CH2:34]1.[CH3:1][O:2][N:3]=[C:4]1[CH2:5][CH2:6][O:7][c:8]2[cH:9][c:10]([C:14]([F:15])([F:16])[F:17])[cH:11][cH:12][c:13]21>>[NH2:3][CH:4]1[CH2:5][CH2:6][O:7][c:8]2[cH:9][c:10]([C:14]([F:15])([F:16])[F:17])[cH:11][cH:12][c:13]21. Reactants: CC(Br)c1ccccc1, O=C([O-])O, CCOc1ccc(S(=O)(=O)NC2CCC3(CC2)N=C(C)NC3=O)cc1C, [H-], [Na+], [Na+], CN(C)C=O. Reaction SMILES: [Br:29][CH:30]([CH3:31])[c:32]1[cH:33][cH:34][cH:35][cH:36][cH:37]1.[C:43](=[O:44])([OH:45])[O-:46].[CH2:3]([CH3:4])[O:5][c:6]1[c:7]([CH3:28])[cH:8][c:9]([S:12](=[O:13])(=[O:14])[NH:15][CH:16]2[CH2:17][CH2:18][C:19]3([C:20](=[O:25])[NH:21][C:22]([CH3:24])=[N:23]3)[CH2:26][CH2:27]2)[cH:10][cH:11]1.[H-:1].[Na+:2].[Na+:47].[O:38]=[CH:39][N:40]([CH3:41])[CH3:42]>>[CH2:3]([CH3:4])[O:5][c:6]1[c:7]([CH3:28])[cH:8][c:9]([S:12](=[O:13])(=[O:14])[NH:15][CH:16]2[CH2:17][CH2:18][C:19]3([C:20](=[O:25])[N:21]([CH:30]([CH3:31])[c:32]4[cH:33][cH:34][cH:35][cH:36][cH:37]4)[C:22]([CH3:24])=[N:23]3)[CH2:26][CH2:27]2)[cH:10][cH:11]1. Yields the product CCOc1ccc(S(=O)(=O)NC2CCC3(CC2)N=C(C)N(C(C)c2ccccc2)C3=O)cc1C. Starting materials: CCO, O=C1CC(c2ccccc2[N+](=O)[O-])=NN1c1ccc(Cl)cc1, ClCCl. The product is Nc1ccccc1C1=NN(c2ccc(Cl)cc2)C(=O)C1. Reaction SMILES: [CH3:23][CH2:24][OH:25].[Cl:1][c:2]1[cH:3][cH:4][c:5]([N:8]2[N:9]=[C:10]([c:14]3[c:15]([N+:20]([O-:21])=[O:22])[cH:16][cH:17][cH:18][cH:19]3)[CH2:11][C:12]2=[O:13])[cH:6][cH:7]1.[Cl:26][CH2:27][Cl:28]>>[Cl:1][c:2]1[cH:3][cH:4][c:5]([N:8]2[N:9]=[C:10]([c:14]3[c:15]([NH2:20])[cH:16][cH:17][cH:18][cH:19]3)[CH2:11][C:12]2=[O:13])[cH:6][cH:7]1. Starting materials: C(C=C)O (allyl alcohol), O=C1C(CN(C1)C(=O)OC(C)(C)C)C(=O)OC (1-tert-butyl 3-methyl 4-oxopyrrolidine-1,3-dicarboxylate), C(C=C)O (allyl alcohol), C(CCC)[Sn](CCCC)=O (dibutyltin oxide). Solvent: C1(=CC=CC=C1)C (toluene). Yields the product O=C1C(CN(C1)C(=O)OC(C)(C)C)C(=O)OCC=C (3-allyl 1-tert-butyl 4-oxopyrrolidine-1,3-dicarboxylate). The yield is 90.0%. Reaction SMILES: [O:1]=[C:2]1[CH2:6][N:5]([C:7]([O:9][C:10]([CH3:13])([CH3:12])[CH3:11])=[O:8])[CH2:4][CH:3]1[C:14]([O:16][CH3:17])=[O:15].[CH2:18](O)[CH:19]=C.C([Sn](=O)CCCC)CCC>C1(C)C=CC=CC=1>[O:1]=[C:2]1[CH2:6][N:5]([C:7]([O:9][C:10]([CH3:11])([CH3:12])[CH3:13])=[O:8])[CH2:4][CH:3]1[C:14]([O:16][CH2:17][CH:18]=[CH2:19])=[O:15]. Procedure: A solution of 1-tert-butyl 3-methyl 4-oxopyrrolidine-1,3-dicarboxylate (48.65 g, 0.20 mol), allyl alcohol (300 mL), and dibutyltin oxide (5.0 g, 20 mmol) in anhydrous toluene (800 mL) was refluxed for 20 h under a Dean-Stark trap with portionwise removal of solvent (total of 200 mL) over the first 6 hours, followed by addition of more allyl alcohol (75 mL) at the end of the first 6 hours. The reaction mixture was concentrated, dissolved in minimal methylene chloride, and loaded onto a silica gel...